Dataset: the Open Reaction Database (ORD), a public repository of structured organic reaction records. Task: describe an organic reaction: reactants, conditions, products, and yield Reactants: O (water), [OH-].[Na+] (sodium hydroxide), CC(=O)C1(CC1)SC1=CC=CC=C1 (1-phenylmercaptocyclopropyl methyl ketone), ClC1=CC=C(C=O)C=C1 (4-chlorobenzaldehyde). Solvent: C(C)O (ethanol). Run at time 14 hour. Yields the product C1(=CC=CC=C1)SC1(CC1)C(=O)C=CC1=CC=C(C=C1)Cl (4-chlorophenyl-ethenyl 1-phenylmercapto-cyclopropyl ketone). Isolated yield 98.0%. RXN SMILES: O.[OH-].[Na+].[CH3:4][C:5]([C:7]1([S:10][C:11]2[CH:16]=[CH:15][CH:14]=[CH:13][CH:12]=2)[CH2:9][CH2:8]1)=[O:6].[Cl:17][C:18]1[CH:25]=[CH:24][C:21]([CH:22]=O)=[CH:20][CH:19]=1>C(O)C>[C:11]1([S:10][C:7]2([C:5]([CH:4]=[CH:22][C:21]3[CH:24]=[CH:25][C:18]([Cl:17])=[CH:19][CH:20]=3)=[O:6])[CH2:9][CH2:8]2)[CH:16]=[CH:15][CH:14]=[CH:13][CH:12]=1 |f:1.2|. Procedure details: 50 ml of water and 8 pellets of solid sodium hydroxide are added at room temperature to a mixture of 75 g (0.39 mol) of 1-phenylmercaptocyclopropyl methyl ketone, 56 g (0.39 mol) of 4-chlorobenzaldehyde and 200 ml of ethanol. The mixture is stirred at room temperature for 14 hours. The precipitated solid is then filtered off with suction. In this manner, 120.3 g (98% of theory) of 4-chlorophenyl-ethenyl 1-phenylmercapto-cyclopropyl ketone are obtained in the form of a solid substance. The reactants are Mg, CI (CH3I), CC1(CC=C(C1)C=O)C (4,4-dimethyl-1-cyclopentene-1-carbaldehyde), Cl (HCl). Reagents/catalysts: CI (CH3I). The solvent is CCOCC (ether), C(C)OCC (ethyl ether), CCOCC (ether). Product: CC1(CC(CC1)C(C)=O)C (1-(3,3-dimethyl-1-cyclopentyl)-1-ethanone), CC1(CC=C(C1)C(C)O)C (1-(4,4-dimethyl-1-cyclopenten-1-yl)-1-ethanol). The yield is 107.0%. As a reaction SMILES: [CH3:1]I.[CH3:3][C:4]1([CH3:11])[CH2:8][C:7]([CH:9]=[O:10])=[CH:6][CH2:5]1.Cl>CI.C(OCC)C>[CH3:3][C:4]1([CH3:11])[CH2:5][CH2:6][CH:7]([C:9](=[O:10])[CH3:1])[CH2:8]1.[CH3:3][C:4]1([CH3:11])[CH2:8][C:7]([CH:9]([OH:10])[CH3:1])=[CH:6][CH2:5]1. Procedure: The starting 1-(3,3-dimethyl-1-cyclopentyl)-1-ethanone was prepared thus: 2.1 g (0.088 mol) of Mg, to which a few ml of ether had been added so as to cover it, were charged into a 250 ml vessel kept under nitrogen and around ten drops of CH3I were added thereto to trigger the reaction. Once the latter had started, what was left of 11.9 g of CH3I (0.084 mol) in 30 ml of ethyl ether was introduced while maintaining a slight reflux. The mixture was then heated to reflux for 1/2 h, cooled to room te... The reactants are COC(CCCCCCC\C=C/C\C=C/CCCCC)=O (linoleic acid methyl ester), ClCCl (dichloromethane), solution, C(C)[Zn]CC (diethylzinc). Solvent: CCCCCC (n-hexane). Reaction conditions: time 1 hour. Yields the product COC(CCCCCCCC1C(C1)CC1C(C1)CCCCC)=O (8-(2-((2-pentylcyclopropan-1-yl)methyl)cyclopropyl)octanoic acid methyl ester). As a reaction SMILES: [CH3:1][O:2][C:3](=[O:21])[CH2:4][CH2:5][CH2:6][CH2:7][CH2:8][CH2:9][CH2:10]/[CH:11]=[CH:12]\[CH2:13]/[CH:14]=[CH:15]\[CH2:16][CH2:17][CH2:18][CH2:19][CH3:20].ClCCl.C([Zn][CH2:28][CH3:29])C>CCCCCC>[CH3:1][O:2][C:3](=[O:21])[CH2:4][CH2:5][CH2:6][CH2:7][CH2:8][CH2:9][CH2:10][CH:11]1[CH2:12][CH:13]1[CH2:14][CH:15]1[CH2:16][CH:17]1[CH2:18][CH2:19][CH2:20][CH2:28][CH3:29]. Reported procedure: To a mixture of linoleic acid methyl ester (2.5 g) and dichloromethane (50 ml), a 0.99M solution of diethylzinc (103 ml) in n-hexane was added under a nitrogen atmosphere. The mixture was cooled in an ice-water bath (−5° C. to 0° C.) and stirred for 1 hour at this temperature. Diodomethane (16.4 ml) was added to the mixture, and the mixture was stirred at ambient temperature overnight. After evaporation in vacuo of the solvent, the reacting mixture was dissolved in a mixture of ethyl acetate (EA... Reactants: ClC1=CC=C(C=C1)[N+]([O-])=NC1=CC=C(C=C1)Cl (4,4'-dichloroazoxybenzene), ClC1=CC=C(C=C1)[N+](=O)[O-] (p-chloronitrobenzene), C(C)OC1=CC=C(C=C1)N=NC1=CC=C(C=C1)OCC (4,4'-diethoxyazobenzene). Product: C1=CC(=CC=C1[N+](=O)[O-])O (p-nitrophenol). Isolated yield 95.0%. RXN SMILES: ClC1C=CC([N+](=NC2C=CC(Cl)=CC=2)[O-:9])=CC=1.Cl[C:19]1[CH:24]=[CH:23][C:22]([N+:25]([O-:27])=[O:26])=[CH:21][CH:20]=1.C(OC1C=CC(N=NC2C=CC(OCC)=CC=2)=CC=1)C>>[CH:21]1[C:22]([N+:25]([O-:27])=[O:26])=[CH:23][CH:24]=[C:19]([OH:9])[CH:20]=1. Procedure details: It has now been found that p-nitrophenetole is obtained with excellent purity and high yields by reaction of p-chloronitrobenzene with ethanol and alkali metal hydroxide in the presence of a phase transfer catalyst, when the reaction is carried out at a temperature in the range of from 60° to 80° C. Thus, a product having a melting point of 58°-59.5° C. and being free from 4,4'-dichloroazoxybenzene, p-chloronitrobenzene, 4,4'-diethoxyazobenzene and p-nitrophenol is obtained with a yield of about... Reactants: [OH-].[Na+] (NaOH), OC1=CC=C(C#N)C=C1 (4-hydroxybenzonitrile), BrCC(CC)CCCC (3-bromomethylheptane). The solvent is COCCO (methylcellosolve). Run at temperature 80 celsius, time 15 minute. The product is C(C)C(COC1=CC=C(C#N)C=C1)CCCC (4-(2-ethylhexyloxy)benzonitrile). Isolated yield 84.3%. As a reaction SMILES: [OH:1][C:2]1[CH:9]=[CH:8][C:5]([C:6]#[N:7])=[CH:4][CH:3]=1.[OH-].[Na+].Br[CH2:13][CH:14]([CH2:17][CH2:18][CH2:19][CH3:20])[CH2:15][CH3:16]>COCCO>[CH2:15]([CH:14]([CH2:17][CH2:18][CH2:19][CH3:20])[CH2:13][O:1][C:2]1[CH:9]=[CH:8][C:5]([C:6]#[N:7])=[CH:4][CH:3]=1)[CH3:16] |f:1.2|. Procedure: A 1 l sulfonating flask equipped with stirrer, cooler, dropping funnel and internal thermometer is charged with 61.4 g (0.5 mol) of 4-hydroxybenzonitrile in 500 ml of methylcellosolve. After heating the batch to 80° C., 73.3 g of 30% NaOH (0.55 mol) are slowly run in with vigorous stirring. Stirring is continued for 15 minutes before adding 116.8 g (0.575 mol) of 3-bromomethylheptane dropwise over a period of 30 minutes. The reaction is continued at 100° C. for about 12 hours. The thin-layer chr... The reactants are OC=1C=C2C(=C(N(C2=CC1)CC1=CC=CC=C1)CC)CC(=O)N (5-Hydroxy-2-ethyl-1-(phenylmethyl)-1H-indole-3-acetamide), [H-].[Na+] (NaH), COP(OC)(=O)CCCBr ((3-bromopropyl) phosphonic acid dimethyl ester), CO.CCOC(=O)C (MeOH EtOAc). The solvent is hexanes, CN(C)C=O (DMF), O (water). Conditions: time 0.5 hour. Product: COP(OC)(=O)CCCOC=1C=C2C(=C(N(C2=CC1)CC1=CC=CC=C1)CC)CC(=O)N ([3-[[3-(2-amino-2-oxoethyl)-2-ethyl-1-(phenylmethyl)-1H-indol-5-yl]oxy]propyl]phosphonic acid dimethyl ester). Yield: 69.0%. As a reaction SMILES: [OH:1][C:2]1[CH:3]=[C:4]2[C:8](=[CH:9][CH:10]=1)[N:7]([CH2:11][C:12]1[CH:17]=[CH:16][CH:15]=[CH:14][CH:13]=1)[C:6]([CH2:18][CH3:19])=[C:5]2[CH2:20][C:21]([NH2:23])=[O:22].[H-].[Na+].[CH3:26][O:27][P:28]([CH2:32][CH2:33][CH2:34]Br)(=[O:31])[O:29][CH3:30].CO.CCOC(C)=O>CN(C=O)C.O>[CH3:26][O:27][P:28]([CH2:32][CH2:33][CH2:34][O:1][C:2]1[CH:3]=[C:4]2[C:8](=[CH:9][CH:10]=1)[N:7]([CH2:11][C:12]1[CH:17]=[CH:16][CH:15]=[CH:14][CH:13]=1)[C:6]([CH2:18][CH3:19])=[C:5]2[CH2:20][C:21]([NH2:23])=[O:22])(=[O:31])[O:29][CH3:30] |f:1.2,4.5|. Procedure: 5-Hydroxy-2-ethyl-1-(phenylmethyl)-1H-indole-3-acetamide (308 mg, 1.0 mmol) was added to 40 mg (1.0 mmol) of NaH/mineral oil (washed with hexanes) in 4 mL of DMF, stirred 0.5 hours, 196 mg (0.85 mmol) of (3-bromopropyl) phosphonic acid dimethyl ester added and stirring maintained for 6.5 hours. The mixture was diluted with water, extracted with ethyl acetate, the ethyl acetate washed with brine, dried (MgSO4) and concentrated. The residue was chromatographed on silica gel eluting with EtOAc, 5% ... The reactants are C(C)C1=C(C(=CC=C1)CC)NC(=O)NC(NC)=N (1-(2',6'-diethylphenyl)-3-methylamidinourea), CC(CCC)=O (pentanone). The solvent is CCCCCC (hexane). Product: C(C)C1=C(C(=CC=C1)CC)N1C(N=C(N=C1)NC)=O (1-(2',6'-diethylphenyl)-4-methylamino-1,2-dihydro-1,3,5-triazin-one). As a reaction SMILES: [CH2:1]([C:3]1[CH:8]=[CH:7][CH:6]=[C:5]([CH2:9][CH3:10])[C:4]=1[NH:11][C:12]([NH:14][C:15](=[NH:18])[NH:16][CH3:17])=[O:13])[CH3:2].[CH3:19]C(=O)CCC>CCCCCC>[CH2:9]([C:5]1[CH:6]=[CH:7][CH:8]=[C:3]([CH2:1][CH3:2])[C:4]=1[N:11]1[CH:17]=[N:16][C:15]([NH:18][CH3:19])=[N:14][C:12]1=[O:13])[CH3:10]. Procedure: The same procedure is followed as in Example 4 above using 1-(2',6'-diethylphenyl)-3-methylamidinourea as the starting material and using as the recrystallization medium a mixed solvent of pentanone and hexane (30:10).